From a dataset of the Open Reaction Database (ORD), a public repository of structured organic reaction records. describe an organic reaction: reactants, conditions, products, and yield Starting materials: CC(C)(C=C)O (2-methyl-3-buten-2-ol), C[Si](C)(C)[SiH]([Si](C)(C)C)[Si](C)(C)C (tris(trimethylsilyl)silane). Reagents/catalysts: N(=NC1(CCCCC1)C#N)C1(CCCCC1)C#N (1,1′-azobis(cyclohexanecarbonitrile)). Reaction conditions: temperature 110 celsius. Product: CC(C)(CC[Si]([Si](C)(C)C)([Si](C)(C)C)[Si](C)(C)C)O (2,6,6-Trimethyl-5,5-bis(trimethylsilyl)-5,6-disilaheptan-2-ol). Isolated yield 75.0%. RXN SMILES: [CH3:1][C:2]([OH:6])([CH:4]=[CH2:5])[CH3:3].[CH3:7][Si:8]([SiH:11]([Si:16]([CH3:19])([CH3:18])[CH3:17])[Si:12]([CH3:15])([CH3:14])[CH3:13])([CH3:10])[CH3:9]>N(C1(C#N)CCCCC1)=NC1(C#N)CCCCC1>[CH3:1][C:2]([OH:6])([CH2:4][CH2:5][Si:11]([Si:12]([CH3:15])([CH3:14])[CH3:13])([Si:16]([CH3:19])([CH3:18])[CH3:17])[Si:8]([CH3:7])([CH3:9])[CH3:10])[CH3:3]. Procedure: A dried reaction flask equipped for magnetic stirring and fitted with a reflux condenser was flushed with nitrogen and charged with toluene (500 mL). Oxygen was purged from the system by passing a stream of nitrogen through the solvent, 2-methyl-3-buten-2-ol (43.1 g, 500 mmol), tris(trimethylsilyl)silane (25.0 g, 100 mmol), and 1,1′-azobis(cyclohexanecarbonitrile) (1.22 g, 5 mmol) were added to the flask, and the reaction mixture was heated for 20 hours at 110° C. with stirring. The resulting so... Reactants: CC(=O)OC(C)=O, Cc1cc(F)ccc1Cl, O=[Cr](=O)(O)O, O=S(=O)(O)O. Yields the product O=Cc1cc(F)ccc1Cl. Reaction SMILES: [CH3:20][C:21]([O:22][C:23](=[O:24])[CH3:25])=[O:26].[Cl:1][c:2]1[c:3]([CH3:9])[cH:4][c:5]([F:8])[cH:6][cH:7]1.[Cr:15]([OH:16])([OH:17])(=[O:18])=[O:19].[S:10]([OH:11])(=[O:12])(=[O:13])[OH:14]>>[Cl:1][c:2]1[c:3]([CH:9]=[O:11])[cH:4][c:5]([F:8])[cH:6][cH:7]1.